This data is from the Open Reaction Database (ORD), a public repository of structured organic reaction records. The task is: describe an organic reaction: reactants, conditions, products, and yield The reactants are CNC, CS(C)=O, O=C(O)Cn1cc(-c2ccc3c(c2)OCCc2sc(-c4ncnn4CC(F)(F)F)nc2-3)cn1. Product: CN(C)C(=O)Cn1cc(-c2ccc3c(c2)OCCc2sc(-c4ncnn4CC(F)(F)F)nc2-3)cn1. RXN SMILES: [CH3:34][NH:35][CH3:36].[CH3:37][S:38]([CH3:39])=[O:40].[F:1][C:2]([CH2:3][n:4]1[n:5][cH:6][n:7][c:8]1-[c:9]1[s:10][c:11]2[c:17]([n:18]1)-[c:16]1[c:15]([cH:22][c:21](-[c:23]3[cH:24][n:25][n:26]([CH2:28][C:29](=[O:30])[OH:31])[cH:27]3)[cH:20][cH:19]1)[O:14][CH2:13][CH2:12]2)([F:32])[F:33]>>[F:1][C:2]([CH2:3][n:4]1[n:5][cH:6][n:7][c:8]1-[c:9]1[s:10][c:11]2[c:17]([n:18]1)-[c:16]1[c:15]([cH:22][c:21](-[c:23]3[cH:24][n:25][n:26]([CH2:28][C:29](=[O:30])[N:35]([CH3:34])[CH3:36])[cH:27]3)[cH:20][cH:19]1)[O:14][CH2:13][CH2:12]2)([F:32])[F:33]. Starting materials: ClC1=NC(=NC(=C1SC)Cl)NCCCOC(C)C (4,6-dichloro-2-(3-isopropoxypropylamino)-5-methylthio-pyrimidine), N (ammonia). The solvent is CO (methanol). Product: NC1=NC(=NC(=C1SC)Cl)NCCCOC(C)C (4-Amino-2-(3-isopropoxypropylamino)-6-chloro-5-methylthio-pyrimidine). Yield: 87.0%. RXN SMILES: [Cl:1][C:2]1[C:7]([S:8][CH3:9])=[C:6](Cl)[N:5]=[C:4]([NH:11][CH2:12][CH2:13][CH2:14][O:15][CH:16]([CH3:18])[CH3:17])[N:3]=1.[NH3:19]>CO>[NH2:19][C:6]1[C:7]([S:8][CH3:9])=[C:2]([Cl:1])[N:3]=[C:4]([NH:11][CH2:12][CH2:13][CH2:14][O:15][CH:16]([CH3:18])[CH3:17])[N:5]=1. Procedure details: 100 g (0.322 mole) of 4,6-dichloro-2-(3-isopropoxypropylamino)-5-methylthio-pyrimidine are dissolved in 400 ml of methanol and the solution is heated at 100° C. with 500 ml of ammonia in an autoclave for 3 hours. The undissolved residue is filtered off. After the methanol phase has been concentrated, the residue which remains is taken up in methylene chloride, the mixture is washed with water and the resulting organic phase is dried. After removal of the solvent, the resulting oil is stirred wit... The reactants are Cl, [Na+], [OH-], COC(=O)c1cc(S)n2nc(C)nc2n1. The product is Cc1nc2nc(C(=O)O)cc(S)n2n1. As a reaction SMILES: [ClH:18].[Na+:17].[OH-:16].[SH:1][c:2]1[cH:3][c:4]([C:12](=[O:13])[O:14][CH3:15])[n:5][c:6]2[n:7]1[n:8][c:9]([CH3:11])[n:10]2>>[SH:1][c:2]1[cH:3][c:4]([C:12](=[O:13])[OH:14])[n:5][c:6]2[n:7]1[n:8][c:9]([CH3:11])[n:10]2. The reactants are N1([C@@H](CCC1)C(=O)OCC(=O)OC(C)(C)C)C(=O)OCC1C2=CC=CC=C2C=2C=CC=CC12 ((S)-1-((9H-fluoren-9-yl)methyl) 2-(2-(tert-butoxy)-2-oxoethyl) pyrrolidine-1,2-dicarboxylate), C(C)(C)[SiH](C(C)C)C(C)C (triisopropylsilane), FC(C(=O)O)(F)F (trifluoroacetic acid). The solvent is C(Cl)Cl (methylene chloride). Product: C1=CC=CC=2C3=CC=CC=C3C(C12)COC(=O)N1[C@@H](CCC1)C(=O)OCC(=O)O ((S)-2-((1-(((9H-fluoren-9-yl)methoxy)carbonyl)pyrrolidin-2-carbonyl)oxy)acetic acid). Isolated yield 100.0%. RXN SMILES: [N:1]1([C:17]([O:19][CH2:20][CH:21]2[C:33]3[CH:32]=[CH:31][CH:30]=[CH:29][C:28]=3[C:27]3[C:22]2=[CH:23][CH:24]=[CH:25][CH:26]=3)=[O:18])[CH2:5][CH2:4][CH2:3][C@H:2]1[C:6]([O:8][CH2:9][C:10]([O:12]C(C)(C)C)=[O:11])=[O:7].C([SiH](C(C)C)C(C)C)(C)C.FC(F)(F)C(O)=O>C(Cl)Cl>[CH:23]1[C:22]2[CH:21]([CH2:20][O:19][C:17]([N:1]3[CH2:5][CH2:4][CH2:3][C@H:2]3[C:6]([O:8][CH2:9][C:10]([OH:12])=[O:11])=[O:7])=[O:18])[C:33]3[C:28](=[CH:29][CH:30]=[CH:31][CH:32]=3)[C:27]=2[CH:26]=[CH:25][CH:24]=1. Procedure: A solution of (S)-1-((9H-fluoren-9-yl)methyl) 2-(2-(tert-butoxy)-2-oxoethyl) pyrrolidine-1,2-dicarboxylate (Fmoc-Pro-HOGly-OtBu) (Compound SP631) (6.40 g, 14.2 mmol) in methylene chloride (29 mL) was mixed with triisopropylsilane (7.29 mL, 35.4 mmol) and trifluoroacetic acid (14.2 mL, 184 mmol) with stirring at room temperature, and the reaction mixture was stirred at room temperature for 16 hours. The reaction solution was concentrated under reduced pressure, and the resulting residue was purif... RXN SMILES: [F:1][CH2:2][C:3]1([CH2:20][F:21])[CH:8]=[C:7]([C:9](O)=[O:10])[C:6]2[CH:12]=[C:13]([C:16]([F:19])([F:18])[F:17])[CH:14]=[CH:15][C:5]=2[O:4]1.[C:22]([CH2:24][CH2:25][NH2:26])#[N:23]>O1CCCC1>[C:22]([CH2:24][CH2:25][NH:26][C:9]([C:7]1[C:6]2[CH:12]=[C:13]([C:16]([F:19])([F:18])[F:17])[CH:14]=[CH:15][C:5]=2[O:4][C:3]([CH2:2][F:1])([CH2:20][F:21])[CH:8]=1)=[O:10])#[N:23]. Product: C(#N)CCNC(=O)C1=CC(OC2=C1C=C(C=C2)C(F)(F)F)(CF)CF (N-(2-cyanoethyl)-2,2-bisfluoromethyl-6-trifluoromethyl-2H-1-benzopyran-4-carbamide). The solvent is O1CCCC1 (tetrahydrofuran). Procedure details: A mixture of 0.20 g of 2,2-bisfluoromethyl-6-trifluoromethyl-2H-1-benzopyran-4-carboxylic acid, 0.12 g of N,N-carbonyl diimidazole and 3 ml of tetrahydrofuran was stirred at room temperature for one hour. The reaction mixture was combined with 0.06 g of 2-cyanoethylamine and further stirred at room temperature for 14 hours. The reaction mixture was concentrated under reduced pressure and the resulting residue was subjected to silica gel column chromatography (eluent; ethyl acetate:hexane=1:1) to... Reaction conditions: time 1 hour. Isolated yield 85.5%. Reactants: FCC1(OC2=C(C(=C1)C(=O)O)C=C(C=C2)C(F)(F)F)CF (2,2-bisfluoromethyl-6-trifluoromethyl-2H-1-benzopyran-4-carboxylic acid), N,N-carbonyl diimidazole, C(#N)CCN (2-cyanoethylamine). The reactants are CCC(CC)O (3-pentanol), N1=CC=CC=C1 (Pyridine), ClC(=O)OC (methyl chloroformate), S(=O)(=O)(Cl)Cl (sulfuryl chloride). The reagents and catalysts are N(=NC(C#N)(C)C)C(C#N)(C)C (α,α'-azobis(isobutyronitrile)). Run in CCCCCC (hexane), CCCCCC (hexane). Yields the product CCC(CC)OC(=O)OCCl (3-pentyloxycarbonyloxymethyl chloride). The yield is 55.0%. RXN SMILES: Cl[C:2]([O:4][CH3:5])=[O:3].S(Cl)([Cl:9])(=O)=O.[CH3:11][CH2:12][CH:13]([OH:16])[CH2:14][CH3:15].N1C=CC=CC=1>CCCCCC.N(C(C)(C)C#N)=NC(C)(C)C#N>[CH3:11][CH2:12][CH:13]([O:16][C:2]([O:4][CH2:5][Cl:9])=[O:3])[CH2:14][CH3:15]. Procedure details: A mixture of methyl chloroformate (25.0 g), sulfuryl chloride (35.7 g) and α,α'-azobis(isobutyronitrile) (100 mg) is refluxed for 8 hours. After cooling, the reaction mixture is diluted with hexane (150 ml) and 3-pentanol (24.0 g) is added thereto. Pyridine (42.0 g) is added dropwise to the mixture for 20 minutes under ice-cooling and stirring. After the mixture is stirred at room temperature overnight, hexane (200 ml) is added thereto. The reaction mixture is washed with water, dried, filtered ... The product is C(CC)NC1=NN(C(C1)=O)C1=C(C=C(C=C1Cl)Cl)Cl (4,5-Dihydro-3-propylamino-5-oxo-1-(2,4,6-trichlorophenyl)-1H-pyrazole). As a reaction SMILES: [O:1]=[C:2]1[N:6]([C:7]2[C:12]([Cl:13])=[CH:11][C:10]([Cl:14])=[CH:9][C:8]=2[Cl:15])[N:5]=[C:4](C(C)C(N)=O)[CH2:3]1.CO.Cl.O>O1CCCC1>[CH2:4]([NH:5][C:4]1[CH2:3][C:2](=[O:1])[N:6]([C:7]2[C:8]([Cl:15])=[CH:9][C:10]([Cl:14])=[CH:11][C:12]=2[Cl:13])[N:5]=1)[CH2:3][CH3:2]. Reported procedure: 4,5-Dihydro-5-oxo-1-(2,4,6-trichlorophenyl)-1H-pyrazol-3-yl propionamide (31.93 g, 95.6 mmol) was dissolved in dry tetrahydrofuran (400 ml) with warming and the solution was cooled to 10° C. with stirring. Borane dimethylsulfide complex (10M, 32 ml, 320 mmole) was added dropwise by syringe through a septum cap. The reaction mixture was heated on a steam-bath for 12 hrs then it was cooled in an ice-bath. Methanol (32 ml) was added dropwise and the mixture was stirred for 1 hr until the effervesce... Reaction conditions: temperature 10 celsius. Starting materials: O (water), O=C1CC(=NN1C1=C(C=C(C=C1Cl)Cl)Cl)C(C(=O)N)C (4,5-Dihydro-5-oxo-1-(2,4,6-trichlorophenyl)-1H-pyrazol-3-yl propionamide), Cl (hydrochloric acid), CO (Methanol). Run in O1CCCC1 (tetrahydrofuran).